From a dataset of the Open Reaction Database (ORD), a public repository of structured organic reaction records. describe an organic reaction: reactants, conditions, products, and yield Starting materials: C1(CCCC1)N1C(=NC=2C1=NC=CC2)C(=O)OCC (ethyl 3-cyclopentyl-3H-imidazo[4,5-b]pyridine-2-carboxylate), C1(CC1)N (cyclopropylamine). Solvent: C(C)O (ethanol). Conditions: time 18 hour. Yields the product C1(CCCC1)N1C(=NC=2C1=NC=CC2)C(=O)NC2CC2 (3-cyclopentyl-N-cyclopropyl-3H-imidazo[4,5-b]pyridine-2-carboxamide). As a reaction SMILES: [CH:1]1([N:6]2[C:10]3=[N:11][CH:12]=[CH:13][CH:14]=[C:9]3[N:8]=[C:7]2[C:15]([O:17]CC)=O)[CH2:5][CH2:4][CH2:3][CH2:2]1.[CH:20]1([NH2:23])[CH2:22][CH2:21]1>C(O)C>[CH:1]1([N:6]2[C:10]3=[N:11][CH:12]=[CH:13][CH:14]=[C:9]3[N:8]=[C:7]2[C:15]([NH:23][CH:20]2[CH2:22][CH2:21]2)=[O:17])[CH2:2][CH2:3][CH2:4][CH2:5]1. Reported procedure: To a solution of ethyl 3-cyclopentyl-3H-imidazo[4,5-b]pyridine-2-carboxylate (C7) (0.12 g, 0.46 mmol) in ethanol (10 mL) was added cyclopropylamine (0.55 g, 9.6 mmol), and the reaction mixture was stirred at room temperature for 18 hours. After concentration in vacuo, purification was effected via preparative thin layer chromatography on silica gel (Eluent: 5:1 petroleum ether/ethyl acetate) to afford the product as a yellow solid. Yield: 36 mg, 0.13 mmol, 28%. LCMS m/z 270.9 [M+H]+. 1H NMR (400...